Dataset: the Open Reaction Database (ORD), a public repository of structured organic reaction records. Task: describe an organic reaction: reactants, conditions, products, and yield Reactants: O=C1OC2(CCN(Cc3ccccc3)CC2)C(c2ccccc2)c2ccccc21, CCO, Cl. Product: O=C1OC2(CCNCC2)C(c2ccccc2)c2ccccc21. Reaction SMILES: [CH2:2]([c:3]1[cH:4][cH:5][cH:6][cH:7][cH:8]1)[N:9]1[CH2:10][CH2:11][C:12]2([O:13][C:14](=[O:28])[c:15]3[c:16]([cH:24][cH:25][cH:26][cH:27]3)[CH:17]2[c:18]2[cH:19][cH:20][cH:21][cH:22][cH:23]2)[CH2:29][CH2:30]1.[CH3:31][CH2:32][OH:33].[ClH:1]>>[NH:9]1[CH2:10][CH2:11][C:12]2([O:13][C:14](=[O:28])[c:15]3[c:16]([cH:24][cH:25][cH:26][cH:27]3)[CH:17]2[c:18]2[cH:19][cH:20][cH:21][cH:22][cH:23]2)[CH2:29][CH2:30]1. Starting materials: C1(=CC=CC=C1)C1=CC(=NO1)OCC(=O)O (5-phenyl-3-isoxazolyloxyacetic acid), C(C)(C)OC(C)C (diisopropyl ether), [N+](=O)(O)[O-].O([N+](=O)[O-])CCN (nitroxyethylamine nitrate). Yields the product O([N+](=O)[O-])CCNC(COC1=NOC(=C1)C1=CC=CC=C1)=O (N-(2-Nitroxyethyl)-5-phenyl-3-isoxazolyloxyacetamide). Yield: 53.2%. As a reaction SMILES: [C:1]1([C:7]2[O:11][N:10]=[C:9]([O:12][CH2:13][C:14]([OH:16])=O)[CH:8]=2)[CH:6]=[CH:5][CH:4]=[CH:3][CH:2]=1.[N+]([O-])(O)=O.[O:21]([CH2:25][CH2:26][NH2:27])[N+:22]([O-:24])=[O:23].C(OC(C)C)(C)C>>[O:21]([CH2:25][CH2:26][NH:27][C:14](=[O:16])[CH2:13][O:12][C:9]1[CH:8]=[C:7]([C:1]2[CH:2]=[CH:3][CH:4]=[CH:5][CH:6]=2)[O:11][N:10]=1)[N+:22]([O-:24])=[O:23] |f:1.2|. Procedure details: Following a similar treatment to that in Example 2 and using 0.78 g of 5-phenyl-3-isoxazolyloxyacetic acid and 0.60 g of nitroxyethylamine nitrate, 0.58 g of the title compound was obtained as colorless needles (solvent for recrystallization; diisopropyl ether). The reactants are COC1=CC=C(C=C1)S(=O)(=O)NCC(=O)OCC (ethyl 2-[[4-methoxybenzenesulfonyl]amino]acetate), ClCC1=NC2=CC=CC=C2C=C1 (2- (chloromethyl)quinoline), [H-].[Na+] (sodium hydride). The solvent is CN(C=O)C (dimethylformamide). Conditions: time 3 day. The product is COC1=CC=C(C=C1)S(=O)(=O)N(CC(=O)OCC)CC1=NC2=CC=CC=C2C=C1 (ethyl 2-[[4-methoxybenzenesulfonyl]-(2-quinolinylmethyl)amino]acetate). As a reaction SMILES: [H-].[Na+].[CH3:3][O:4][C:5]1[CH:10]=[CH:9][C:8]([S:11]([NH:14][CH2:15][C:16]([O:18][CH2:19][CH3:20])=[O:17])(=[O:13])=[O:12])=[CH:7][CH:6]=1.Cl[CH2:22][C:23]1[CH:32]=[CH:31][C:30]2[C:25](=[CH:26][CH:27]=[CH:28][CH:29]=2)[N:24]=1>CN(C)C=O>[CH3:3][O:4][C:5]1[CH:10]=[CH:9][C:8]([S:11]([N:14]([CH2:22][C:23]2[CH:32]=[CH:31][C:30]3[C:25](=[CH:26][CH:27]=[CH:28][CH:29]=3)[N:24]=2)[CH2:15][C:16]([O:18][CH2:19][CH3:20])=[O:17])(=[O:12])=[O:13])=[CH:7][CH:6]=1 |f:0.1|. Reported procedure: To a suspension of sodium hydride (0.84 g, 35.0 mmol) in dimethylformamide (120.0 mL), is added ethyl 2-[[4-methoxybenzenesulfonyl]amino]acetate (3.19 g, 11.67 mmol) and 2- (chloromethyl)quinoline (2.62 g, 12.26 mmol), and the reaction is stirred for three days at room temperature. Then, additional Nail (0.46 g, 11.67 mmol) is added, and the reaction is heated to 50° C. for 5 hours. The reaction is cooled to 0° C., quenched with water, and extracted well with ether. The combined organic layers a... As a reaction SMILES: [CH3:1][Al:2]([CH3:3])[CH3:4].[CH3:34][c:35]1[cH:36][cH:37][cH:38][cH:39][cH:40]1.[OH:12][CH:13]([C:14](=[O:15])[O:16][CH3:17])[CH2:18][O:19][CH:20]([CH2:21][O:22][Si:23]([CH:24]([CH3:25])[CH3:26])([CH:27]([CH3:28])[CH3:29])[CH:30]([CH3:31])[CH3:32])[CH3:33].[n:5]1[c:6]([NH2:11])[cH:7][cH:8][cH:9][cH:10]1>>[n:5]1[c:6]([NH:11][C:14]([CH:13]([OH:12])[CH2:18][O:19][CH:20]([CH2:21][O:22][Si:23]([CH:24]([CH3:25])[CH3:26])([CH:27]([CH3:28])[CH3:29])[CH:30]([CH3:31])[CH3:32])[CH3:33])=[O:15])[cH:7][cH:8][cH:9][cH:10]1. Starting materials: C[Al](C)C, Cc1ccccc1, COC(=O)C(O)COC(C)CO[Si](C(C)C)(C(C)C)C(C)C, Nc1ccccn1. Product: CC(CO[Si](C(C)C)(C(C)C)C(C)C)OCC(O)C(=O)Nc1ccccn1. Reactants: COC(=O)C1=CSC(=C1)C=1N(N=CC1)C (5-(2-Methyl-2H-pyrazol-3-yl)-thiophene-3-carboxylic acid methyl ester), [OH-].[Na+] (sodium hydroxide). Run in CO (methanol). Reaction conditions: time 2 hour. Product: CN1N=CC=C1C1=CC(=CS1)C(=O)O (5-(2-Methyl-2H-pyrazol-3-yl)-thiophene-3-carboxylic acid). Yield: 55.0%. Reaction SMILES: C[O:2][C:3]([C:5]1[CH:9]=[C:8]([C:10]2[N:11]([CH3:15])[N:12]=[CH:13][CH:14]=2)[S:7][CH:6]=1)=[O:4].[OH-].[Na+]>CO>[CH3:15][N:11]1[C:10]([C:8]2[S:7][CH:6]=[C:5]([C:3]([OH:4])=[O:2])[CH:9]=2)=[CH:14][CH:13]=[N:12]1 |f:1.2|. Procedure: 5-(2-Methyl-2H-pyrazol-3-yl)-thiophene-3-carboxylic acid methyl ester (0.163 g, 073 mmol) was suspended in methanol (1 mL) then sodium hydroxide (1 M, 0.95 mL) was added and the mixture stirred for 2 hours. The solution was evaporated, the residue was taken up in HCl (1 N, 1.5 mL) and the resultant precipitate was collected by filtration and dried in vacuo to afford the title compound as a white solid (0.084 g). LCMS m/z 209.15 [M+H]+ R.T.=2.76 min (Analytical Method 6). Starting materials: C(C)N(C(CCC(=O)OC)=O)C1CC2=CC=C(C=C2CC1)OC (N-ethyl-N-[3-(methoxycarbonyl)propionyl]-6-methoxy-1,2,3,4-tetrahydro-2-naphthylamine), O (water), [OH-].[Na+] (sodium hydroxide), O (water), [H-].[Al+3].[Li+].[H-].[H-].[H-] (lithium aluminum hydride). Run in O1CCCC1 (tetrahydrofuran), O1CCCC1 (tetrahydrofuran), O1CCCC1 (tetrahydrofuran). Yields the product C(C)N(CCCCO)C1CC2=CC=C(C=C2CC1)OC (N-ethyl-N-(4-hydroxybutyl)-6-methoxy-1,2,3,4-tetrahydro-2-naphthylamine). Isolated yield 85.8%. RXN SMILES: [H-].[Al+3].[Li+].[H-].[H-].[H-].[CH2:7]([N:9]([CH:18]1[CH2:27][CH2:26][C:25]2[C:20](=[CH:21][CH:22]=[C:23]([O:28][CH3:29])[CH:24]=2)[CH2:19]1)[C:10](=O)[CH2:11][CH2:12][C:13](OC)=[O:14])[CH3:8].O.[OH-].[Na+]>O1CCCC1>[CH2:7]([N:9]([CH:18]1[CH2:27][CH2:26][C:25]2[C:20](=[CH:21][CH:22]=[C:23]([O:28][CH3:29])[CH:24]=2)[CH2:19]1)[CH2:10][CH2:11][CH2:12][CH2:13][OH:14])[CH3:8] |f:0.1.2.3.4.5,8.9|. Reported procedure: To a suspension of 8.3 g of lithium aluminum hydride and 200 ml of anhydrous tetrahydrofuran, a solution of 14.5 g of N-ethyl-N-[3-(methoxycarbonyl)propionyl]-6-methoxy-1,2,3,4-tetrahydro-2-naphthylamine in 100 ml of anhydrous tetrahydrofuran was added dropwise. After heating the resulting solution for 4.5 hours at reflux, a mixed solution of 8.3 ml of water and 50 ml of tetrahydrofuran as added dropwise to the solution under cooling with ice. Then, 8.3 ml of a 15% sodium hydroxide aqueous solut... Yields the product O=C(c1ccccc1)c1c(F)cc(F)cc1F. Reaction SMILES: [Cl-:19].[F:1][c:2]1[c:3]([C:4](=[O:5])[Cl:6])[c:7]([F:12])[cH:8][c:9]([F:11])[cH:10]1.[OH2:20].[cH:13]1[cH:14][cH:15][cH:16][cH:17][cH:18]1>>[F:1][c:2]1[c:3]([C:4](=[O:5])[c:13]2[cH:14][cH:15][cH:16][cH:17][cH:18]2)[c:7]([F:12])[cH:8][c:9]([F:11])[cH:10]1. The reactants are [Cl-], O=C(Cl)c1c(F)cc(F)cc1F, O, c1ccccc1.